From a dataset of the Open Reaction Database (ORD), a public repository of structured organic reaction records. describe an organic reaction: reactants, conditions, products, and yield The reactants are C(O)([O-])=O.[Na+] (sodium hydrogen carbonate), C(C)(=O)O[BH-](OC(C)=O)OC(C)=O.[Na+] (sodium triacetoxyborohydride), NC1(CCN(CC1)C(=O)OC(C)(C)C)C(=O)NC (tert-butyl 4-amino-4-((methylamino)carbonyl)piperidine-1-carboxylate), O1CCOC2=C1C=CC(=C2)C=O (2,3-dihydro-1,4-benzodioxin-6-carbaldehyde). Run in C(Cl)(Cl)Cl (chloroform), C(C)(=O)O (acetic acid), ClCCl (dichloromethane). Run at time 2 hour. Product: O1CCOC2=C1C=CC(=C2)CNC2(CCN(CC2)C(=O)OC(C)(C)C)C(=O)NC (tert-butyl 4-((2,3-dihydro-1,4-benzodioxin-6-ylmethyl)amino)-4-((methylamino)carbonyl)piperidine-1-carboxylate). RXN SMILES: [NH2:1][C:2]1([C:15]([NH:17][CH3:18])=[O:16])[CH2:7][CH2:6][N:5]([C:8]([O:10][C:11]([CH3:14])([CH3:13])[CH3:12])=[O:9])[CH2:4][CH2:3]1.[O:19]1[C:24]2[CH:25]=[CH:26][C:27]([CH:29]=O)=[CH:28][C:23]=2[O:22][CH2:21][CH2:20]1.C(O[BH-](OC(=O)C)OC(=O)C)(=O)C.[Na+].C(=O)([O-])O.[Na+]>C(Cl)(Cl)Cl.C(O)(=O)C.ClCCl>[O:19]1[C:24]2[CH:25]=[CH:26][C:27]([CH2:29][NH:1][C:2]3([C:15]([NH:17][CH3:18])=[O:16])[CH2:3][CH2:4][N:5]([C:8]([O:10][C:11]([CH3:12])([CH3:13])[CH3:14])=[O:9])[CH2:6][CH2:7]3)=[CH:28][C:23]=2[O:22][CH2:21][CH2:20]1 |f:2.3,4.5|. Reported procedure: To 5 mL of a dichloromethane solution containing 0.30 g of tert-butyl 4-amino-4-((methylamino)carbonyl)piperidine-1-carboxylate, 0.16 g of 2,3-dihydro-1,4-benzodioxin-6-carbaldehyde and 57 μL of acetic acid were added, the mixture was stirred at room temperature for 2 hours. The reaction mixture was added with 0.32 g of sodium triacetoxyborohydride and stirred at the same temperature for 30 minutes. Thereto were added chloroform and an aqueous saturated sodium hydrogen carbonate solution. The or... The reactants are OC=1C=C(C=CC(=O)O)C=CC1C(C=CC1=CC(=C(C=C1)O)O)=O (3-hydroxy-4-(3',4'-dihydroxycinnamoyl)-cinnamic acid), OC1=C(C=C(C=CC(=O)O)C=C1)C(C=CC1=CC(=C(C=C1)O)O)=O (4-hydroxy-3-(3',4'-dihydroxycinnamoyl)-cinnamic acid). Product: C(\C=C\C1=CC(O)=C(O)C=C1)(=O)O (Caffeic Acid). RXN SMILES: OC1C=C(C=CC=1[C:13](=[O:24])[CH:14]=[CH:15][C:16]1[CH:21]=[CH:20][C:19]([OH:22])=[C:18]([OH:23])[CH:17]=1)C=CC(O)=O.[OH:25]C1C=CC(C=CC(O)=O)=CC=1C(=O)C=CC1C=CC(O)=C(O)C=1>>[C:13]([OH:24])(=[O:25])/[CH:14]=[CH:15]/[C:16]1[CH:21]=[CH:20][C:19]([OH:22])=[C:18]([OH:23])[CH:17]=1. Procedure details: Fraction 2a was chromatographed on #3 Whatman paper, eluting with butanol-acetic acid-water (6:1:4) to separate any remaining caffeic acid. The eluate was concentrated and chromatographed on #3 Whatman paper. Elution with ethyl formate-acetic acid-toluene (4:1:5) produced the two isomers of the dimer in the following amounts: 73 mg. of 3-hydroxy-4-(3',4'-dihydroxycinnamoyl)-cinnamic acid, decomp. 135°-140° C. and 68 mg. of 4-hydroxy-3-(3',4'-dihydroxycinnamoyl)-cinnamic acid, decomp. 135°-140° C... The reactants are C(=O)[O-].[NH4+] (ammonium formate), solution, CN(/C=C/C1=C(C=C(S1)C(=O)OC)[N+](=O)[O-])C (methyl 5-[(E)-2-(dimethylamino)ethenyl]-4-nitrothiophene-2-carboxylate). The reagents and catalysts are [Pd] (Pd/C). The solvent is CO.CCOC(=O)C (MeOH EtOAc). Yields the product S1C(=CC=2NC=CC21)C(=O)OC (methyl 4H-thieno[3,2-b]pyrrole-2-carboxylate). As a reaction SMILES: C([O-])=O.[NH4+].CN(C)/[CH:7]=[CH:8]/[C:9]1[S:13][C:12]([C:14]([O:16][CH3:17])=[O:15])=[CH:11][C:10]=1[N+:18]([O-])=O>CO.CCOC(C)=O.[Pd]>[S:13]1[C:9]2[CH:8]=[CH:7][NH:18][C:10]=2[CH:11]=[C:12]1[C:14]([O:16][CH3:17])=[O:15] |f:0.1,3.4|. Procedure: 10% Pd/C (0.4 eq.) and ammonium formate (6 eq.) were added to a 0.1M solution of methyl 5-[(E)-2-(dimethylamino)ethenyl]-4-nitrothiophene-2-carboxylate in MeOH/EtOAc 1:1, and the mixture was heated to reflux for 30 min; after cooling to RT the flask was flushed with nitrogen a few times, then the reaction mixture was filtered and the solution evaporated i. vac. The residue was dissolved in EtOAc and washed with water and brine, dried over Na2SO4, and concentrated i. vac. The crude product (50% o... Reactants: ClC1=CC=C(C=2OC3=CC(=CC=C3C(C12)=O)O)[N+](=O)[O-] (1-chloro-6-hydroxy-4-nitro-9H-xanthen-9-one), C(C)N(CCNN)CC ([2-(diethylamino)ethyl]-hydrazine), C(C)(C)N(CC)C(C)C (diisopropylethylamine). Run in CN(C=O)C (N,N-dimethylformamide). Run at temperature 25 celsius, time 3 hour. Product: Cl.[N+](=O)([O-])C1=C2C=3C(=NN(C3C=C1)CCN(CC)CC)C1=C(O2)C=C(C=C1)O (5-Nitro-2-[2-(diethylamino)ethyl]-2H-[1]benzopyrano-[4,3,2-cd]indazol-8-ol, hydrochloride). RXN SMILES: [Cl:1][C:2]1[C:15]2[C:14](=O)[C:13]3[C:8](=[CH:9][C:10]([OH:17])=[CH:11][CH:12]=3)[O:7][C:6]=2[C:5]([N+:18]([O-:20])=[O:19])=[CH:4][CH:3]=1.[CH2:21]([N:23]([CH2:28][CH3:29])[CH2:24][CH2:25][NH:26][NH2:27])[CH3:22].C(N(C(C)C)CC)(C)C>CN(C)C=O>[ClH:1].[N+:18]([C:5]1[CH:4]=[CH:3][C:2]2[N:26]([CH2:25][CH2:24][N:23]([CH2:28][CH3:29])[CH2:21][CH3:22])[N:27]=[C:14]3[C:13]4[CH:12]=[CH:11][C:10]([OH:17])=[CH:9][C:8]=4[O:7][C:6]=1[C:15]=23)([O-:20])=[O:19] |f:4.5|. Reported procedure: A mixture of 6.0 g of 1-chloro-6-hydroxy-4-nitro-9H-xanthen-9-one and 5.4 g of [2-(diethylamino)ethyl]-hydrazine and 3.9 ml of diisopropylethylamine in 100 ml of N,N-dimethylformamide was stirred at 25° C. for three hours. The mixture was evaporated and the residue crystallized from 2-propanol to afford the title compound, a salt with one equivalent of hydrogen chloride, mp 285° C. (decomposition). Starting materials: N1(CCC1)CCN1C(=NC(=C1)C1=CC(=NC=C1)C(C)C)C1CCN(CC1)C1=C(C(=NC=N1)N)Br (6-{4-[1-(2-Azetidin-1-yl-ethyl)-4-(2-isopropyl-pyridin-4-yl)-1H-imidazol-2-yl]-piperidin-1-yl}-5-bromo-pyrimidin-4-ylamine), CC1(OB(OC1(C)C)C=C)C (4,4,5,5-Tetramethyl-2-vinyl-[1,3,2]dioxaborolane). The solvent is O (water). Yields the product N1(CCC1)CCN1C(=NC(=C1)C1=CC(=NC=C1)C(C)C)C1CCN(CC1)C1=C(C(=NC=N1)N)C=C (6-(4-(1-(2-(azetidin-1-yl)ethyl)-4-(2-isopropylpyridin-4-yl)-1H-imidazol-2-yl)piperidin-1-yl)-5-vinylpyrimidin-4-amine). As a reaction SMILES: [N:1]1([CH2:5][CH2:6][N:7]2[CH:11]=[C:10]([C:12]3[CH:17]=[CH:16][N:15]=[C:14]([CH:18]([CH3:20])[CH3:19])[CH:13]=3)[N:9]=[C:8]2[CH:21]2[CH2:26][CH2:25][N:24]([C:27]3[N:32]=[CH:31][N:30]=[C:29]([NH2:33])[C:28]=3Br)[CH2:23][CH2:22]2)[CH2:4][CH2:3][CH2:2]1.[CH3:35][C:36]1(C)C(C)(C)OB(C=C)O1>O>[N:1]1([CH2:5][CH2:6][N:7]2[CH:11]=[C:10]([C:12]3[CH:17]=[CH:16][N:15]=[C:14]([CH:18]([CH3:20])[CH3:19])[CH:13]=3)[N:9]=[C:8]2[CH:21]2[CH2:26][CH2:25][N:24]([C:27]3[N:32]=[CH:31][N:30]=[C:29]([NH2:33])[C:28]=3[CH:35]=[CH2:36])[CH2:23][CH2:22]2)[CH2:4][CH2:3][CH2:2]1. Reported procedure: a mixture of 6-{4-[1-(2-Azetidin-1-yl-ethyl)-4-(2-isopropyl-pyridin-4-yl)-1H-imidazol-2-yl]-piperidin-1-yl}-5-bromo-pyrimidin-4-ylamine (70.00 mg; 0.13 mmol; 1.00 eq.), 4,4,5,5-Tetramethyl-2-vinyl-[1,3,2]dioxaborolane (0.03 ml; 0.16 mmol; 1.20 eq.), (4.77 mg; 0.01 mmol; 0.07 eq.) and in doxane 15 ml and water 1.5 ml, stirred at 50 C for overnight. The reactants are FC(S(=O)(=O)OC=1C=C(C=2CCCCC2C1)C(=O)OC)(F)F (methyl 3-trifluoromethylsulfonyloxy-5,6,7,8-tetrahydro-1-naphthalenecarboxylate), tetrakistriphenylphosphine palladium, CN(C)C=O (DMF). Reagents/catalysts: [C-]#N.[Zn+2].[C-]#N (zinc cyanide). Run in C(=O)(O)[O-].[Na+] (NaHCO3). The product is C(#N)C=1C=C(C=2CCCCC2C1)C(=O)OC (Methyl 3-cyano-5,6,7,8-tetrahydro-1-naphthalenecarboxylate). The yield is 73.0%. RXN SMILES: FC(F)(F)S(O[C:7]1[CH:8]=[C:9]([C:17]([O:19][CH3:20])=[O:18])[C:10]2[CH2:11][CH2:12][CH2:13][CH2:14][C:15]=2[CH:16]=1)(=O)=O.[CH3:23][N:24](C=O)C>C([O-])(O)=O.[Na+].[C-]#N.[Zn+2].[C-]#N>[C:23]([C:7]1[CH:8]=[C:9]([C:17]([O:19][CH3:20])=[O:18])[C:10]2[CH2:11][CH2:12][CH2:13][CH2:14][C:15]=2[CH:16]=1)#[N:24] |f:2.3,4.5.6|. Procedure: A solution of methyl 3-trifluoromethylsulfonyloxy-5,6,7,8-tetrahydro-1-naphthalenecarboxylate (2.08 g, 6.15 mmol), zinc cyanide (0.81 g, 6.89 mmol) and tetrakistriphenylphosphine palladium (0.56 g, 0.48 mmol) in DMF (8 mL) was stirred at 120° C. for 1 h. The mixture was diluted with saturated NaHCO3, extracted with EtOAc, dried (MgSO4), filtered, and concentrated. Following column chromatography methyl-3-cyano-5,6,7,8-tetrahydro-1-naphthalenecarboxylate was obtained as a white solid (960 mg, 73%... The reactants are [OH-].[Na+] (Sodium hydroxide), COC(C(CC1=CC=C(C=C1)O)SCC)=O (2-Ethylsulfanyl-3-(4-hydroxyphenyl)propanoic acid methyl ester), C(C)(C)(C)OC(=O)NC1=CC=C(C=C1)CCOS(=O)(=O)C1=CC=C(C=C1)C (2-[4-(tert-butoxycarbonylamino)phenyl]ethyl-4-methylbenzenesulfonate). Procedure details: Sodium hydroxide (0.045 g; 1.25 mmole) was pulverized and added to DMSO (10 ml). 2-Ethylsulfanyl-3-(4-hydroxyphenyl)propanoic acid methyl ester (0.21 g; 0.87 mmole) was added followed by addition of 2-[4-(tert-butoxycarbonylamino)phenyl]ethyl-4-methylbenzenesulfonate (described in Example 40a) (0.342; 0.87 mmole). The reaction mixture was stirred at room temperature for 3 hours then all the starting material were consumed according to LC-MS. Water (10 ml) and tetrahydrofuran (5 ml) were added an... RXN SMILES: [OH-].[Na+].[CH3:3][O:4][C:5](=[O:18])[CH:6]([S:15][CH2:16][CH3:17])[CH2:7][C:8]1[CH:13]=[CH:12][C:11]([OH:14])=[CH:10][CH:9]=1.[C:19]([O:23][C:24]([NH:26][C:27]1[CH:32]=[CH:31][C:30]([CH2:33][CH2:34]OS(C2C=CC(C)=CC=2)(=O)=O)=[CH:29][CH:28]=1)=[O:25])([CH3:22])([CH3:21])[CH3:20]>CS(C)=O>[CH3:3][O:4][C:5](=[O:18])[CH:6]([S:15][CH2:16][CH3:17])[CH2:7][C:8]1[CH:13]=[CH:12][C:11]([O:14][CH2:34][CH2:33][C:30]2[CH:29]=[CH:28][C:27]([NH:26][C:24]([O:23][C:19]([CH3:20])([CH3:22])[CH3:21])=[O:25])=[CH:32][CH:31]=2)=[CH:10][CH:9]=1 |f:0.1|. The product is COC(C(CC1=CC=C(C=C1)OCCC1=CC=C(C=C1)NC(=O)OC(C)(C)C)SCC)=O (3-[4-{2-(4-[tert-butoxycarbonylamino]phenyl)ethoxy}phenyl]-2-ethylsulfanylpropanoic acid methyl ester). Solvent: CS(=O)C (DMSO), ether petroleum ether. Isolated yield 45.0%. Conditions: time 3 hour.